Dataset: the Open Reaction Database (ORD), a public repository of structured organic reaction records. Task: describe an organic reaction: reactants, conditions, products, and yield The reactants are CCOC(=O)c1c(N)sc2cc(Br)ccc12, [Na+], O=C([O-])O, C1COCCO1, O, OB(O)c1ccc(F)cc1, c1ccc(P(c2ccccc2)(c2ccccc2)[Pd](P(c2ccccc2)(c2ccccc2)c2ccccc2)(P(c2ccccc2)(c2ccccc2)c2ccccc2)P(c2ccccc2)(c2ccccc2)c2ccccc2)cc1. The product is CCOC(=O)c1c(N)sc2cc(-c3ccc(F)cc3)ccc12. RXN SMILES: [CH2:1]([CH3:2])[O:3][C:4](=[O:5])[c:6]1[c:7]2[c:8]([s:9][c:10]1[NH2:11])[cH:12][c:13]([Br:16])[cH:14][cH:15]2.[Na+:31].[O-:27][C:28]([OH:29])=[O:30].[O:33]1[CH2:34][CH2:35][O:36][CH2:37][CH2:38]1.[OH2:32].[OH:17][B:18]([OH:19])[c:20]1[cH:21][cH:22][c:23]([F:24])[cH:25][cH:26]1.[cH:39]1[cH:40][cH:41][c:42]([P:43]([Pd:44]([P:45]([c:46]2[cH:47][cH:48][cH:49][cH:50][cH:51]2)([c:52]2[cH:53][cH:54][cH:55][cH:56][cH:57]2)[c:58]2[cH:59][cH:60][cH:61][cH:62][cH:63]2)([P:64]([c:65]2[cH:66][cH:67][cH:68][cH:69][cH:70]2)([c:71]2[cH:72][cH:73][cH:74][cH:75][cH:76]2)[c:77]2[cH:78][cH:79][cH:80][cH:81][cH:82]2)[P:83]([c:84]2[cH:85][cH:86][cH:87][cH:88][cH:89]2)([c:90]2[cH:91][cH:92][cH:93][cH:94][cH:95]2)[c:96]2[cH:97][cH:98][cH:99][cH:100][cH:101]2)([c:102]2[cH:103][cH:104][cH:105][cH:106][cH:107]2)[c:108]2[cH:109][cH:110][cH:111][cH:112][cH:113]2)[cH:114][cH:115]1>>[CH2:1]([CH3:2])[O:3][C:4](=[O:5])[c:6]1[c:7]2[c:8]([s:9][c:10]1[NH2:11])[cH:12][c:13](-[c:20]1[cH:21][cH:22][c:23]([F:24])[cH:25][cH:26]1)[cH:14][cH:15]2. Reaction SMILES: [O:1]1[C:5]2([CH2:10][CH2:9][C:8](C3C4C(=CC=CC=4)C(=O)N3C)=[CH:7][CH2:6]2)[O:4][CH2:3][CH2:2]1.Br[C:23]1[CH:31]=[CH:30][C:29]([N+:32]([O-:34])=[O:33])=[C:28]2[C:24]=1[CH2:25][N:26]([CH3:36])[C:27]2=[O:35].O1C2(CCC(B3OC(C)(C)C(C)(C)O3)=CC2)OCC1>>[O:1]1[C:5]2([CH2:10][CH2:9][C:8]([C:23]3[CH:31]=[CH:30][C:29]([N+:32]([O-:34])=[O:33])=[C:28]4[C:24]=3[CH2:25][N:26]([CH3:36])[C:27]4=[O:35])=[CH:7][CH2:6]2)[O:4][CH2:3][CH2:2]1. Yields the product O1CCOC12CC=C(CC2)C2=C1CN(C(C1=C(C=C2)[N+](=O)[O-])=O)C (4-(1,4-dioxaspiro[4.5]dec-7-en-8-yl)-2-methyl-7-nitro-2,3-dihydro-1H-isoindol-1-one). Starting materials: O1CCOC12CC=C(CC2)C2N(C(C1=CC=CC=C21)=O)C (1,4-dioxaspiro[4,5]dec-7-ene-8-yl-2-methyl-2,3-dihydro-1H-isoindol-1-one), BrC1=C2CN(C(C2=C(C=C1)[N+](=O)[O-])=O)C (4-bromo-2-methyl-7-nitro-2,3-dihydro-1H-isoindol-1-one), O1CCOC12CC=C(CC2)B2OC(C)(C)C(C)(C)O2 (1,4-dioxaspiro[4,5]dec-7-ene-8-boronic acid pinacol ester). Procedure: The title product was prepared according to the procedure for 7-amino-4-(1,4-dioxaspiro[4,5]dec-7-ene-8-yl-2-methyl-2,3-dihydro-1H-isoindol-1-one using 4-bromo-2-methyl-7-nitro-2,3-dihydro-1H-isoindol-1-one and 1,4-dioxaspiro[4,5]dec-7-ene-8-boronic acid pinacol ester.